The task is: describe an organic reaction: reactants, conditions, products, and yield. This data is from the Open Reaction Database (ORD), a public repository of structured organic reaction records. Reactants: COC=1C=C(C=C(C1)C(F)(F)F)N1N=C(C(=C1C)C(=O)O)C (1-(3-methoxy-5-trifluoromethyl-phenyl)-3,5-dimethyl-1H-pyrazole-4-carboxylic acid), N1(CCCC1)C1CCNCC1 (4-pyrrolidine-1-yl-piperidine). The product is COC=1C=C(C=C(C1)C(F)(F)F)N1N=C(C(=C1C)C(=O)N1CCC(CC1)N1CCCC1)C ([1-(3-Methoxy-5-trifluoromethyl-phenyl)-3,5-dimethyl-1H-pyrazol-4-yl]-(4-pyrrolidin-1-yl-piperidin-1-yl)-methanone). Isolated yield 63.0%. As a reaction SMILES: [CH3:1][O:2][C:3]1[CH:4]=[C:5]([N:13]2[C:17]([CH3:18])=[C:16]([C:19]([OH:21])=O)[C:15]([CH3:22])=[N:14]2)[CH:6]=[C:7]([C:9]([F:12])([F:11])[F:10])[CH:8]=1.[N:23]1([CH:28]2[CH2:33][CH2:32][NH:31][CH2:30][CH2:29]2)[CH2:27][CH2:26][CH2:25][CH2:24]1>>[CH3:1][O:2][C:3]1[CH:4]=[C:5]([N:13]2[C:17]([CH3:18])=[C:16]([C:19]([N:31]3[CH2:32][CH2:33][CH:28]([N:23]4[CH2:27][CH2:26][CH2:25][CH2:24]4)[CH2:29][CH2:30]3)=[O:21])[C:15]([CH3:22])=[N:14]2)[CH:6]=[C:7]([C:9]([F:11])([F:12])[F:10])[CH:8]=1. Procedure: In analogy to the procedure described in Example 18], 1-(3-methoxy-5-trifluoromethyl-phenyl)-3,5-dimethyl-1H-pyrazole-4-carboxylic acid and 4-pyrrolidine-1-yl-piperidine gave, after purification on a flash isolute NH2-column (EtOAc), the title compound in 63% yield as light brown foam. MS: 451.3 (MH+). The reactants are O=C([O-])[O-], Clc1ccc(CBr)cc1Cl, [K+], [K+], CN(C)C=O, O, O=CC(=O)c1ccc(O)cc1. Product: O=CC(=O)c1ccc(OCc2ccc(Cl)c(Cl)c2)cc1. RXN SMILES: [C:22](=[O:23])([O-:24])[O-:25].[Cl:12][c:13]1[cH:14][c:15]([CH2:16][Br:17])[cH:18][cH:19][c:20]1[Cl:21].[K+:26].[K+:27].[O:29]=[CH:30][N:31]([CH3:32])[CH3:33].[OH2:28].[OH:1][c:2]1[cH:3][cH:4][c:5]([C:8]([CH:9]=[O:10])=[O:11])[cH:6][cH:7]1>>[O:1]([c:2]1[cH:3][cH:4][c:5]([C:8]([CH:9]=[O:10])=[O:11])[cH:6][cH:7]1)[CH2:16][c:15]1[cH:14][c:13]([Cl:12])[c:20]([Cl:21])[cH:19][cH:18]1. The reactants are O=C1N(C(C2=CC=CC=C12)=O)CCCC#CC=1C=C(OC2CCN(CC2)C(=O)OC(C)(C)C)C=C(C1)OC (tert-Butyl 4-(3-(5-(1,3-dioxoisoindolin-2-yl)pent-1-ynyl)-5-methoxyphenoxy)piperidine-1-carboxylate), O.NN (hydrazine monohydrate). The solvent is C(C)O (ethanol). Run at temperature 80 celsius, time 2.5 hour. The product is NCCCC#CC=1C=C(OC2CCN(CC2)C(=O)OC(C)(C)C)C=C(C1)OC (tert-butyl 4-(3-(5-aminopent-1-ynyl)-5-methoxyphenoxy)piperidine-1-carboxylate). As a reaction SMILES: O=C1C2C(=CC=CC=2)C(=O)[N:3]1[CH2:12][CH2:13][CH2:14][C:15]#[C:16][C:17]1[CH:18]=[C:19]([CH:34]=[C:35]([O:37][CH3:38])[CH:36]=1)[O:20][CH:21]1[CH2:26][CH2:25][N:24]([C:27]([O:29][C:30]([CH3:33])([CH3:32])[CH3:31])=[O:28])[CH2:23][CH2:22]1.O.NN>C(O)C>[NH2:3][CH2:12][CH2:13][CH2:14][C:15]#[C:16][C:17]1[CH:18]=[C:19]([CH:34]=[C:35]([O:37][CH3:38])[CH:36]=1)[O:20][CH:21]1[CH2:22][CH2:23][N:24]([C:27]([O:29][C:30]([CH3:32])([CH3:33])[CH3:31])=[O:28])[CH2:25][CH2:26]1 |f:1.2|. Procedure: tert-Butyl 4-(3-(5-(1,3-dioxoisoindolin-2-yl)pent-1-ynyl)-5-methoxyphenoxy)piperidine-1-carboxylate (0.500 g, 0.97 mmol) and hydrazine monohydrate (0.094 mL, 1.94 mmol) were taken up into ethanol (5 mL) and the resulting mixture was stirred at 80° C. for 2.5 hours. The resulting mixture was filtered and the solvent was removed in vacuo to yield tert-butyl 4-(3-(5-aminopent-1-ynyl)-5-methoxyphenoxy)piperidine-1-carboxylate. MH+ 388.2 Reactants: [C@@H]12CNCC[C@H]2CN1C1=NC(=NC(=C1)C)N(C)C ((1R,6S)-[4-(3,8-diaza-bicyclo[4.2.0]oct-8-yl)-6-methyl-pyrimidin-2-yl]-dimethyl-amine), N=1N(N=CC1)C1=C(C(=O)O)C=CC=C1 (2-[1,2,3]triazol-2-yl-benzoic acid), S1C(=CC=C1)C1=C(C(=O)O)C=CC=C1 (2-thiophen-2-yl-benzoic acid), [C@@H]12CNCC[C@H]2CN1C1=NC2=CC=CC=C2N=C1 ((1R,6S)-2-(3,8-diaza-bicyclo[4.2.0]oct-8-yl)-quinoxaline), N=1N(N=CC1)C1=C(C(=O)O)C=CC=C1 (2-[1,2,3]triazol-2-yl-benzoic acid). Yields the product CN(C1=NC(=CC(=N1)N1C[C@@H]2CCN(C[C@H]12)C(=O)C1=C(C=CC=C1)N1N=CC=N1)C)C ((1R,6S)-[8-(2-Dimethylamino-6-methyl-pyrimidin-4-yl)-3,8-diaza-bicyclo[4.2.0]oct-3-yl]-(2-[1,2,3]triazol-2-yl-phenyl)-methanone). As a reaction SMILES: [C@@H:1]12[N:8]([C:9]3[CH:14]=[C:13]([CH3:15])[N:12]=[C:11]([N:16]([CH3:18])[CH3:17])[N:10]=3)[CH2:7][C@@H:6]1[CH2:5][CH2:4][NH:3][CH2:2]2.[C@@H]12N(C3C=NC4C(=CC=CC=4)N=3)C[C@@H]1CCNC2.[N:37]1[N:38]([C:42]2[CH:50]=[CH:49][CH:48]=[CH:47][C:43]=2[C:44](O)=[O:45])[N:39]=[CH:40][CH:41]=1.S1C=CC=C1C1C=CC=CC=1C(O)=O>>[CH3:18][N:16]([CH3:17])[C:11]1[N:10]=[C:9]([N:8]2[C@@H:1]3[C@@H:6]([CH2:5][CH2:4][N:3]([C:44]([C:43]4[CH:47]=[CH:48][CH:49]=[CH:50][C:42]=4[N:38]4[N:39]=[CH:40][CH:41]=[N:37]4)=[O:45])[CH2:2]3)[CH2:7]2)[CH:14]=[C:13]([CH3:15])[N:12]=1. Procedure details: The title compound was prepared in a manner analogous to Example 1, substituting (1R,6S)-[4-(3,8-diaza-bicyclo[4.2.0]oct-8-yl)-6-methyl-pyrimidin-2-yl]-dimethyl-amine (Intermediate L) for (1R,6S)-2-(3,8-diaza-bicyclo[4.2.0]oct-8-yl)-quinoxaline and 2-[1,2,3]triazol-2-yl-benzoic acid (Intermediate 14) for 2-thiophen-2-yl-benzoic acid. MS (ESI) mass calcd. for C22H26N8O, 418.501; m/z found 419.1 [M+H]+. 1H NMR (400 MHz, CDCl3): 8.13-7.73 (m, 2H), 7.65-7.28 (m, 2H), 7.24-6.88 (m, 1H), 5.51-5.10 (m,... Starting materials: CO, ClC(Cl)Cl, Cl, CC(NC(=O)Cc1cc(F)cc(F)c1)C(=O)O, CCOC(=O)C(N)c1ccccn1. Yields the product CCOC(=O)C(NC(=O)C(C)NC(=O)Cc1cc(F)cc(F)c1)c1ccccn1. Reaction SMILES: [CH3:36][OH:37].[Cl:32][CH:33]([Cl:34])[Cl:35].[ClH:18].[F:1][c:2]1[cH:3][c:4]([CH2:9][C:10](=[O:11])[NH:12][CH:13]([CH3:14])[C:15](=[O:16])[OH:17])[cH:5][c:6]([F:8])[cH:7]1.[NH2:19][CH:20]([C:21](=[O:22])[O:23][CH2:24][CH3:25])[c:26]1[n:27][cH:28][cH:29][cH:30][cH:31]1>>[F:1][c:2]1[cH:3][c:4]([CH2:9][C:10](=[O:11])[NH:12][CH:13]([CH3:14])[C:15](=[O:17])[NH:19][CH:20]([C:21](=[O:22])[O:23][CH2:24][CH3:25])[c:26]2[n:27][cH:28][cH:29][cH:30][cH:31]2)[cH:5][c:6]([F:8])[cH:7]1. The reactants are COC(CCC1=C(C=C(C=C1)NCC1=C(N=C(S1)C1=CC=C(C=C1)C(F)(F)F)C)C)=O (3-(2-Methyl-4-{[4-methyl-2-(4-trifluoromethyl-phenyl)-thiazol-5-ylmethyl]-amino}-phenyl)-propionic acid methyl ester), [OH-].[Na+] (NaOH). Yields the product [Na+].CC1=C(C=CC(=C1)NCC1=C(N=C(S1)C1=CC=C(C=C1)C(F)(F)F)C)CCC(=O)[O-] (3-(2-Methyl-4-{[4-methyl-2-(4-trifluoromethyl-phenyl)-thiazol-5-ylmethyl]-amino}-phenyl)-Propionic acid sodium salt). Isolated yield 16.9%. RXN SMILES: C[O:2][C:3](=[O:31])[CH2:4][CH2:5][C:6]1[CH:11]=[CH:10][C:9]([NH:12][CH2:13][C:14]2[S:18][C:17]([C:19]3[CH:24]=[CH:23][C:22]([C:25]([F:28])([F:27])[F:26])=[CH:21][CH:20]=3)=[N:16][C:15]=2[CH3:29])=[CH:8][C:7]=1[CH3:30].[OH-].[Na+:33]>>[Na+:33].[CH3:30][C:7]1[CH:8]=[C:9]([NH:12][CH2:13][C:14]2[S:18][C:17]([C:19]3[CH:24]=[CH:23][C:22]([C:25]([F:28])([F:26])[F:27])=[CH:21][CH:20]=3)=[N:16][C:15]=2[CH3:29])[CH:10]=[CH:11][C:6]=1[CH2:5][CH2:4][C:3]([O-:31])=[O:2] |f:1.2,3.4|. Procedure details: A solution of 3-(2-Methyl-4-{[4-methyl-2-(4-trifluoromethyl-phenyl)-thiazol-5-ylmethyl]-amino}-phenyl)-propionic acid methyl ester (0.06 g, 0.13 mmol) and 5M NaOH (0.35 mL, 1.75 mmol) is heated to 70° C. for 14 h. Upon cooling, the solid is filtered and dried in vacuo to yield the title compound (10 mg, 17%) as the sodium salt. MS (ES): 435 (M+); the structure is also confirmed by 1H NMR. Reactants: ClCCl, COP(=O)(OC)OC, Oc1ccc2c(c1)NCC2. The product is CN1CCc2ccc(O)cc21. As a reaction SMILES: [CH2:19]([Cl:20])[Cl:21].[CH3:11][O:12][P:13]([O:14][CH3:15])([O:16][CH3:17])=[O:18].[OH:1][c:2]1[cH:3][cH:4][c:5]2[c:9]([cH:10]1)[NH:8][CH2:7][CH2:6]2>>[OH:1][c:2]1[cH:3][cH:4][c:5]2[c:9]([cH:10]1)[N:8]([CH3:11])[CH2:7][CH2:6]2.